Dataset: the Open Reaction Database (ORD), a public repository of structured organic reaction records. Task: describe an organic reaction: reactants, conditions, products, and yield Reactants: IC1=CC=C(C=C1)C1=NOC(=N1)C1=NN(C(=C1)C)CC1=CC=C(C=C1)C (3-(4-iodophenyl)-5-[5-methyl-1-(4-methylbenzyl)-1H-pyrazol-3-yl]-1,2,4-oxadiazole), N1C=NC=C1 (imidazole), C([O-])([O-])=O.[Cs+].[Cs+] (caesium carbonate), C(C1=CC=CC=C1)=CC(=O)C=CC1=CC=CC=C1 (dibenzylideneacetone), N1=CC=CC2=CC=C3C=CC=NC3=C12 (1,10-phenanthroline). Reagents/catalysts: FC(S(=O)(=O)[O-])(F)F.[Cu+] (copper-(I) trifluoromethanesulfonate). The solvent is O (water), C1(=CC=CC=C1)C (toluene), CN(C)C=O (DMF). Conditions: time 24 hour. The product is N1(C=NC=C1)C1=CC=C(C=C1)C1=NOC(=N1)C1=NN(C(=C1)C)CC1=CC=C(C=C1)C (3-[4-(1H-Imidazol-1-yl)phenyl]-5-[5-methyl-1-(4-methylbenzyl)-1H-pyrazol-3-yl]-1,2,4-oxadiazole). As a reaction SMILES: I[C:2]1[CH:7]=[CH:6][C:5]([C:8]2[N:12]=[C:11]([C:13]3[CH:17]=[C:16]([CH3:18])[N:15]([CH2:19][C:20]4[CH:25]=[CH:24][C:23]([CH3:26])=[CH:22][CH:21]=4)[N:14]=3)[O:10][N:9]=2)=[CH:4][CH:3]=1.[NH:27]1[CH:31]=[CH:30][N:29]=[CH:28]1.C(=O)([O-])[O-].[Cs+].[Cs+].C(=CC(C=CC1C=CC=CC=1)=O)C1C=CC=CC=1.N1C2C(=CC=C3C=2N=CC=C3)C=CC=1>C1(C)C=CC=CC=1.FC(F)(F)S([O-])(=O)=O.[Cu+].O.CN(C=O)C>[N:27]1([C:2]2[CH:7]=[CH:6][C:5]([C:8]3[N:12]=[C:11]([C:13]4[CH:17]=[C:16]([CH3:18])[N:15]([CH2:19][C:20]5[CH:25]=[CH:24][C:23]([CH3:26])=[CH:22][CH:21]=5)[N:14]=4)[O:10][N:9]=3)=[CH:4][CH:3]=2)[CH:31]=[CH:30][N:29]=[CH:28]1 |f:2.3.4,8.9|. Reported procedure: A suspension of 3-(4-iodophenyl)-5-[5-methyl-1-(4-methylbenzyl)-1H-pyrazol-3-yl]-1,2,4-oxadiazole (Example 13, 250 mg, 0.548 mmol), imidazole (56 mg, 0.822 mmol), caesium carbonate (197 mg, 0.603 mmol), copper-(I) trifluoromethanesulfonate (15 mg; 0.027 mmol), dibenzylideneacetone (6.7 mg, 0.027 mmol) and 1,10-phenanthroline (99 mg, 0.548 mmol) in toluene (1 mL) was heated to reflux under an inert atmosphere of argon over night. In order to increase solubility, DMF (100 μL) was added, and stirri... Starting materials: CC1=CC=C(S1)C=O (5-Methyl-thiophene-2-carbaldehyde), [N+](=O)([O-])C (nitromethane). Product: CC=1SC(=CC1)C=C[N+](=O)[O-] (2-Methyl-5-(2-nitro-vinyl)-thiophene). Yield: 76.0%. As a reaction SMILES: [CH3:1][C:2]1[S:6][C:5]([CH:7]=O)=[CH:4][CH:3]=1.[N+:9]([CH3:12])([O-:11])=[O:10]>>[CH3:1][C:2]1[S:6][C:5]([CH:7]=[CH:12][N+:9]([O-:11])=[O:10])=[CH:4][CH:3]=1. Procedure: In close analogy to the procedure described above, 5-Methyl-thiophene-2-carbaldehyde is reacted with nitromethane to provide the title compound. Reactants: CSc1ccc(B(O)O)cc1, CC(C)O, CCCCOc1c(Cl)cnn(-c2ccc(F)c(F)c2)c1=O, [K+], [K+], [K+], CC(=O)[O-], CC(=O)[O-], O, O=P([O-])([O-])[O-], [Pd+2], c1ccc(P(c2ccccc2)c2ccccc2)cc1. Product: CCCCOc1c(-c2ccc(SC)cc2)cnn(-c2ccc(F)c(F)c2)c1=O. Reaction SMILES: [CH3:41][S:42][c:43]1[cH:44][cH:45][c:46]([B:49]([OH:50])[OH:51])[cH:47][cH:48]1.[CH:70]([OH:71])([CH3:72])[CH3:73].[F:20][c:21]1[cH:22][c:23](-[n:28]2[n:29][cH:30][c:31]([Cl:40])[c:32]([O:35][CH2:36][CH2:37][CH2:38][CH3:39])[c:33]2=[O:34])[cH:24][cH:25][c:26]1[F:27].[K+:57].[K+:58].[K+:59].[O-:62][C:63]([CH3:64])=[O:65].[O-:66][C:67]([CH3:68])=[O:69].[OH2:60].[P:52]([O-:53])([O-:54])([O-:55])=[O:56].[Pd+2:61].[c:1]1([P:2]([c:3]2[cH:4][cH:5][cH:6][cH:7][cH:8]2)[c:9]2[cH:10][cH:11][cH:12][cH:13][cH:14]2)[cH:15][cH:16][cH:17][cH:18][cH:19]1>>[F:20][c:21]1[cH:22][c:23](-[n:28]2[n:29][cH:30][c:31](-[c:46]3[cH:45][cH:44][c:43]([S:42][CH3:41])[cH:48][cH:47]3)[c:32]([O:35][CH2:36][CH2:37][CH2:38][CH3:39])[c:33]2=[O:34])[cH:24][cH:25][c:26]1[F:27]. Reported procedure: 160 mg (0.53 mmol) 4-(6-phenylimidazo[1,2-a]pyrimidin-7-yl)benzaldehyde and 182 mg (0.64 mmol) 2-piperidine-4-yl-quinoxaline were reacted for two days at room temperature and purified as described in example 6.0. 87.3 mg of the desired compound were obtained. Product: C1(=CC=CC=C1)C=1C(=NC=2N(C1)C=CN2)C2=CC=C(CN1CCC(CC1)C1=NC3=CC=CC=C3N=C1)C=C2 (2-{1-[4-(6-phenyl-imidazo[1,2-a]pyrimidin-7-yl)-benzyl]-piperidine-4-yl}-quinoxaline). The yield is 33.2%. Starting materials: C1(=CC=CC=C1)C=1C(=NC=2N(C1)C=CN2)C2=CC=C(C=O)C=C2 (4-(6-phenylimidazo[1,2-a]pyrimidin-7-yl)benzaldehyde), N1CCC(CC1)C1=NC2=CC=CC=C2N=C1 (2-piperidine-4-yl-quinoxaline). RXN SMILES: [C:1]1([C:7]2[C:8]([C:16]3[CH:23]=[CH:22][C:19]([CH:20]=O)=[CH:18][CH:17]=3)=[N:9][C:10]3[N:11]([CH:13]=[CH:14][N:15]=3)[CH:12]=2)[CH:6]=[CH:5][CH:4]=[CH:3][CH:2]=1.[NH:24]1[CH2:29][CH2:28][CH:27]([C:30]2[CH:39]=[N:38][C:37]3[C:32](=[CH:33][CH:34]=[CH:35][CH:36]=3)[N:31]=2)[CH2:26][CH2:25]1>>[C:1]1([C:7]2[C:8]([C:16]3[CH:23]=[CH:22][C:19]([CH2:20][N:24]4[CH2:25][CH2:26][CH:27]([C:30]5[CH:39]=[N:38][C:37]6[C:32](=[CH:33][CH:34]=[CH:35][CH:36]=6)[N:31]=5)[CH2:28][CH2:29]4)=[CH:18][CH:17]=3)=[N:9][C:10]3[N:11]([CH:13]=[CH:14][N:15]=3)[CH:12]=2)[CH:6]=[CH:5][CH:4]=[CH:3][CH:2]=1. Starting materials: CCN(C(C)C)C(C)C, ClCCl, OCCN1CCOCC1, CS(=O)(=O)Cl. Yields the product CS(=O)(=O)OCCN1CCOCC1. RXN SMILES: [CH:10]([N:11]([CH2:12][CH3:13])[CH:14]([CH3:15])[CH3:16])([CH3:17])[CH3:18].[Cl:24][CH2:25][Cl:26].[O:1]1[CH2:2][CH2:3][N:4]([CH2:7][CH2:8][OH:9])[CH2:5][CH2:6]1.[S:19](=[O:20])(=[O:21])([CH3:22])[Cl:23]>>[O:1]1[CH2:2][CH2:3][N:4]([CH2:7][CH2:8][O:9][S:19](=[O:20])(=[O:21])[CH3:22])[CH2:5][CH2:6]1. The reactants are [H-].[Al+3].[Li+].[H-].[H-].[H-] (lithium aluminium hydride), aluminium salts, COC=1C=C(C=CC1)[C@]12[C@@H](N(C([C@H](O1)C)=O)C)CCCC2 ((2R*,4aS*,8aR*)-Hexahydro-8a-(3-methoxyphenyl)-2,4-dimethyl-2H-1,4-benzoxazin-3(4H)-one), [C@@H]([C@H](C(=O)[O-])O)(C(=O)[O-])O.[Na+].[K+] (Rochelle salt). Run in CCOCC (ether), CCOCC (ether). Yields the product COC=1C=C(C=CC1)[C@]12[C@@H](N(C[C@H](O1)C)C)CCCC2 ((2R*,4aS*,8aR*)-Octahydro-8a-(3-methoxyphenyl)-2,4-dimethyl-2H-1,4-benzoxazine). Yield: 98.1%. As a reaction SMILES: [CH3:1][O:2][C:3]1[CH:4]=[C:5]([C@:9]23[CH2:21][CH2:20][CH2:19][CH2:18][C@@H:10]2[N:11]([CH3:17])[C:12](=O)[C@@H:13]([CH3:15])[O:14]3)[CH:6]=[CH:7][CH:8]=1.[H-].[Al+3].[Li+].[H-].[H-].[H-].[C@H](O)(C([O-])=O)[C@@H](O)C([O-])=O.[Na+].[K+]>CCOCC>[CH3:1][O:2][C:3]1[CH:4]=[C:5]([C@:9]23[CH2:21][CH2:20][CH2:19][CH2:18][C@@H:10]2[N:11]([CH3:17])[CH2:12][C@@H:13]([CH3:15])[O:14]3)[CH:6]=[CH:7][CH:8]=1 |f:1.2.3.4.5.6,7.8.9|. Procedure: The crude product of Example 10 (1.36 g) in dry ether (25 cm3) was added dropwise to a stirred, refluxing suspension of lithium aluminium hydride (0.45 g) in dry ether (10 cm3). The mixture was heated to reflux for 6 hr. and was then allowed to cool. Saturated Rochelle salt solution (50 cm3) was added and the mixture was stirred to dissolve aluminium salts. The phases were separated and the aqueous phase was extracted with further ether. The extracts were dried (Na2SO4) and evaporated, leaving t...